This data is from the Open Reaction Database (ORD), a public repository of structured organic reaction records. The task is: describe an organic reaction: reactants, conditions, products, and yield Reactants: solid, Cl.Cl.Cl.O1CCC=2C(=NC=CC21)N2CCN(CC2)CC[C@@H]2CC[C@H](CC2)N (trans-4-{2-[4-(2,3-dihydrofuro[3,2-c]pyridin-4-yl)-piperazin-1-yl]-ethyl}-cyclohexanamine trihydrochloride), Cl.Cl.Cl.O1CCC=2C(=NC=CC21)N2CCN(CC2)CC[C@@H]2CC[C@H](CC2)N (trans-4-{2-[4-(2,3-dihydrofuro[3,2-c]pyridin-4-yl)-piperazin-1-yl]-ethyl}-cyclohexanamine trihydrochloride), C1(CC1)C(=O)O (cyclopropanecarboxylic acid). The product is O1CCC=2C(=NC=CC21)N2CCN(CC2)CC[C@@H]2CC[C@H](CC2)NC(=O)C2CC2 (Cyclopropanecarboxylic acid trans-(4-{2-[4-(2,3-dihydro-furo[3,2-c]pyridin-4-yl)-piperazin-1-yl]-ethyl}-cyclohexyl)-amide). RXN SMILES: Cl.Cl.Cl.[O:4]1[C:12]2[CH:11]=[CH:10][N:9]=[C:8]([N:13]3[CH2:18][CH2:17][N:16]([CH2:19][CH2:20][C@H:21]4[CH2:26][CH2:25][C@H:24]([NH2:27])[CH2:23][CH2:22]4)[CH2:15][CH2:14]3)[C:7]=2[CH2:6][CH2:5]1.[CH:28]1([C:31](O)=[O:32])[CH2:30][CH2:29]1>>[O:4]1[C:12]2[CH:11]=[CH:10][N:9]=[C:8]([N:13]3[CH2:18][CH2:17][N:16]([CH2:19][CH2:20][C@H:21]4[CH2:26][CH2:25][C@H:24]([NH:27][C:31]([CH:28]5[CH2:30][CH2:29]5)=[O:32])[CH2:23][CH2:22]4)[CH2:15][CH2:14]3)[C:7]=2[CH2:6][CH2:5]1 |f:0.1.2.3|. Procedure details: The title compound, white solid (86 mg, 86%), MS (ISP) m/z=399.3 [(M+H)+], mp 213° C., was prepared in accordance with the general method of example 32 from trans-4-{2-[4-(2,3-dihydrofuro[3,2-c]pyridin-4-yl)-piperazin-1-yl]-ethyl}-cyclohexanamine trihydrochloride (intermediate C) (110 mg, 0.25 mmol) and cyclopropanecarboxylic acid. The reactants are C(=O)(O)[O-].[Na+] (NaHCO3), CC(C)(C)O (t-BuOH), C(C)(C)(C)OC(=O)NC(C(=O)O)CC1=CC(=C(C=C1)O)OC (2-[(tert-butoxycarbonyl)amino]-3-(4-hydroxy-3-methoxyphenyl)propanoic acid), C(C(C)(C)C)OC(N(C)C)OCC(C)(C)C (N,N-dimethylformamide dineopentyl acetal). Run in C1(=CC=CC=C1)C (toluene). The product is C(C)(C)(C)OC(=O)NC(C(=O)OC(C)(C)C)CC1=CC(=C(C=C1)O)OC (tert-butyl 2-[(tert-butoxycarbonyl)amino]-3-(4-hydroxy-3-methoxyphenyl)propanoate). RXN SMILES: [CH3:1][C:2](O)([CH3:4])[CH3:3].[C:6]([O:10][C:11]([NH:13][CH:14]([CH2:18][C:19]1[CH:24]=[CH:23][C:22]([OH:25])=[C:21]([O:26][CH3:27])[CH:20]=1)[C:15]([OH:17])=[O:16])=[O:12])([CH3:9])([CH3:8])[CH3:7].C(OC(OCC(C)(C)C)N(C)C)C(C)(C)C.C([O-])(O)=O.[Na+]>C1(C)C=CC=CC=1>[C:6]([O:10][C:11]([NH:13][CH:14]([CH2:18][C:19]1[CH:24]=[CH:23][C:22]([OH:25])=[C:21]([O:26][CH3:27])[CH:20]=1)[C:15]([O:17][C:2]([CH3:4])([CH3:3])[CH3:1])=[O:16])=[O:12])([CH3:8])([CH3:9])[CH3:7] |f:3.4|. Procedure details: t-BuOH (5.17 g, 6.67 mL, 69.8 mmol) was added to a stirred suspension of 2-[(tert-butoxycarbonyl)amino]-3-(4-hydroxy-3-methoxyphenyl)propanoic acid (1.55 g, 4.98 mmol) in dry toluene (25 mL). The mixture was brought to reflux to give a homogeneous solution. N,N-dimethylformamide dineopentyl acetal (3.46 g, 4.17 mL, 15.0 mmol) was added dropwise over 1 h at reflux. After heating at reflux to 3-4 h, the reaction mixture was cooled to room temperature and a saturated solution of NaHCO3 (40 mL) was ... Starting materials: CC=1N(C2=CC=C(C=C2C1C)C(N[C@@H](C)C1=CC(=CC=C1)C(=C)C)=O)CC1=CC=C(C=C1)C=1C(=CC=CC1)C(=O)OC(C)(C)C ((S)-tert-butyl 4′-((2,3-dimethyl-5-((1-(3-(prop-1-en-2-yl)phenyl)ethyl)carbamoyl)-1H-indol-1-yl)methyl)-[1,1′-biphenyl]-2-carboxylate). The reagents and catalysts are [Pd] (Pd/C). Run in C(C)O (ethanol). Run at time 5 hour. Yields the product C(C)(C)C=1C=C(C=CC1)[C@H](C)NC(=O)C=1C=C2C(=C(N(C2=CC1)CC1=CC=C(C=C1)C=1C(=CC=CC1)C(=O)OC(C)(C)C)C)C ((S)-tert-butyl 4′-((5-((1-(3-isopropylphenyl)ethyl)carbamoyl)-2,3-dimethyl-1H-indol-1-yl)methyl)-[1,1′-biphenyl]-2-carboxylate). Reaction SMILES: [CH3:1][C:2]1[N:3]([CH2:26][C:27]2[CH:32]=[CH:31][C:30]([C:33]3[C:34]([C:39]([O:41][C:42]([CH3:45])([CH3:44])[CH3:43])=[O:40])=[CH:35][CH:36]=[CH:37][CH:38]=3)=[CH:29][CH:28]=2)[C:4]2[C:9]([C:10]=1[CH3:11])=[CH:8][C:7]([C:12](=[O:25])[NH:13][C@H:14]([C:16]1[CH:21]=[CH:20][CH:19]=[C:18]([C:22]([CH3:24])=[CH2:23])[CH:17]=1)[CH3:15])=[CH:6][CH:5]=2>C(O)C.[Pd]>[CH:22]([C:18]1[CH:17]=[C:16]([C@@H:14]([NH:13][C:12]([C:7]2[CH:8]=[C:9]3[C:4](=[CH:5][CH:6]=2)[N:3]([CH2:26][C:27]2[CH:28]=[CH:29][C:30]([C:33]4[C:34]([C:39]([O:41][C:42]([CH3:43])([CH3:45])[CH3:44])=[O:40])=[CH:35][CH:36]=[CH:37][CH:38]=4)=[CH:31][CH:32]=2)[C:2]([CH3:1])=[C:10]3[CH3:11])=[O:25])[CH3:15])[CH:21]=[CH:20][CH:19]=1)([CH3:24])[CH3:23]. Reported procedure: A solution of (S)-tert-butyl 4′-((2,3-dimethyl-5-((1-(3-(prop-1-en-2-yl)phenyl)ethyl)carbamoyl)-1H-indol-1-yl)methyl)-[1,1′-biphenyl]-2-carboxylate (0.13 mmol, 1 equiv.) in ethanol (5 mL) was degassed with argon. A hint of Pd/C 10% was added to the solution. The suspension was stirred at rt for 5 h under H2 bubbling. The resulting mixture was then filtered and concentrated. The obtained oil was used without further purification. ESI-MS (m/z): 601 [M+H]+.